The task is: describe an organic reaction: reactants, conditions, products, and yield. This data is from the Open Reaction Database (ORD), a public repository of structured organic reaction records. The reactants are [I-].[K+] (potassium iodide), C(O)([O-])=O.[Na+] (sodium hydrogen carbonate), [Na] (sodium), C(CCCCC)N1CC2C(C2C1)(C)C=1C=C(C=CC1)N (3-(3-hexyl-6-methyl-3-azabicyclo[3.1.0]hex-6-yl)phenylamine). Run in O (water), O (water), Cl (hydrochloric acid). Reaction conditions: time 15 minute. Yields the product C(CCCCC)N1C(C2C(C2C1)(C)C1=CC(=CC=C1)I)=O (3-Hexyl-6-(3-iodophenyl)-6-methyl-3-azabicyclo[3.1.0]hexan-2-one). Isolated yield 24.0%. As a reaction SMILES: [Na].[CH2:2]([N:8]1C[CH:12]2[CH:10]([C:11]2([C:15]2[CH:16]=[C:17](N)[CH:18]=[CH:19][CH:20]=2)[CH3:14])[CH2:9]1)[CH2:3][CH2:4][CH2:5][CH2:6][CH3:7].[I-:22].[K+].[C:24](=[O:27])([O-])O.[Na+]>O.Cl>[CH2:2]([N:8]1[CH2:9][CH:10]2[CH:12]([C:11]2([C:15]2[CH:20]=[CH:19][CH:18]=[C:17]([I:22])[CH:16]=2)[CH3:14])[C:24]1=[O:27])[CH2:3][CH2:4][CH2:5][CH2:6][CH3:7] |f:2.3,4.5,^1:0|. Procedure: A solution of sodium nitnrte (0.25 g, 3.6 mmol) dissolved in water (4 ml) was added to 3-(3-hexyl-6-methyl-3-azabicyclo[3.1.0]hex-6-yl)phenylamine (Preparation 12, 0.43 g, 1.6 mmol) dissolved in aqueous hydrochloric acid (2.0 M, 4 ml) at 0° C. After 15 min at 0° C., the reaction mixture was added to potassium iodide (0.61 g, 3.69 mmol) in water (4 ml) at 0° C. with rapid stirring. The reaction mixture was stirred for 30 min at room temperature and was then heated to 90° C. for 5 min. The reactio... Starting materials: [N+](=O)([O-])C1=C(C(C(=O)O)=CC=C1)C(=O)O (3-nitrophthalic acid), C(C)(C)C1=C(N)C(=CC=C1)C(C)C (2,6-diisopropylaniline), C(C)(=O)OCC (ethyl acetate). The product is C(C)(C)C1=C(C(=CC=C1)C(C)C)N1C(C=2C(C1=O)=CC(=CC2)[N+](=O)[O-])=O (N-(2,6-diisopropylphenyl)-4-nitrophthalimide). Isolated yield 45.0%. RXN SMILES: [N+:1]([C:4]1[CH:12]=[CH:11][CH:10]=[C:6]([C:7]([OH:9])=O)[C:5]=1C(O)=O)([O-:3])=[O:2].[CH:16]([C:19]1[CH:25]=[CH:24][CH:23]=[C:22]([CH:26]([CH3:28])[CH3:27])[C:20]=1[NH2:21])([CH3:18])[CH3:17].[C:29](OCC)(=[O:31])C>>[CH:26]([C:22]1[CH:23]=[CH:24][CH:25]=[C:19]([CH:16]([CH3:18])[CH3:17])[C:20]=1[N:21]1[C:7](=[O:9])[C:6]2=[CH:5][C:4]([N+:1]([O-:3])=[O:2])=[CH:12][CH:11]=[C:10]2[C:29]1=[O:31])([CH3:28])[CH3:27]. Reported procedure: 0.386 g of anhydride obtained by dehydrating 3-nitrophthalic acid at a temperature of about 220° C., and 0.354 g of 2,6-diisopropylaniline were mixed, and reacted at a temperature of 180° C. for 4 hours. After the reaction was finished, the reaction mixture was dissolved in ethyl acetate, dried over anhydrous magnesium sulfate and subjected to filtration. The filtrate was concentrated and dried and solidified. Then, it was recrystallized by using a mixture of hexane and ethyl acetate, to obtain ... Reactants: ClC=1C=CC(=C(C(=O)CCC(=O)OC)C1)O (Methyl 3-(5-chloro-2-hydroxybenzoyl)propionate), C(Br)C1CO1 (epibromohydrin), Example 1 ( ii ). Yields the product ClC=1C=CC(=C(C(=O)CCC(=O)OC)C1)OCC1CO1 (methyl 3-[5-chloro-2-(2,3-epoxypropoxy)benzoyl]propionate). The yield is 53.0%. Reaction SMILES: [Cl:1][C:2]1[CH:3]=[CH:4][C:5]([OH:16])=[C:6]([CH:15]=1)[C:7]([CH2:9][CH2:10][C:11]([O:13][CH3:14])=[O:12])=[O:8].[CH2:17]([CH:19]1[O:21][CH2:20]1)Br>>[Cl:1][C:2]1[CH:3]=[CH:4][C:5]([O:16][CH2:17][CH:19]2[O:21][CH2:20]2)=[C:6]([CH:15]=1)[C:7]([CH2:9][CH2:10][C:11]([O:13][CH3:14])=[O:12])=[O:8]. Reported procedure: Methyl 3-(5-chloro-2-hydroxybenzoyl)propionate was reacted with epibromohydrin in a similar manner to the procedure described in Example 1 (ii) to give methyl 3-[5-chloro-2-(2,3-epoxypropoxy)benzoyl]propionate as an oil (53%). The reactants are F[B-](F)(F)F, CC1CCNCC1, CN(C)C=O, CC(C)N1CCN(C(=O)c2ccc3[nH]c(C(=O)O)cc3c2)CC1, CCN(C(C)C)C(C)C, Cl, CN(C)C(On1nnc2ccccc21)=[N+](C)C. Product: CC1CCN(C(=O)c2cc3cc(C(=O)N4CCN(C(C)C)CC4)ccc3[nH]2)CC1. As a reaction SMILES: [B-:25]([F:26])([F:27])([F:28])[F:29].[CH3:47][CH:48]1[CH2:49][CH2:50][NH:51][CH2:52][CH2:53]1.[CH3:63][N:64]([CH3:65])[CH:66]=[O:67].[CH:1]([CH3:2])([CH3:3])[N:4]1[CH2:5][CH2:6][N:7]([C:10](=[O:11])[c:12]2[cH:13][c:14]3[cH:15][c:16]([C:21](=[O:22])[OH:23])[nH:17][c:18]3[cH:19][cH:20]2)[CH2:8][CH2:9]1.[CH:54]([N:55]([CH2:56][CH3:57])[CH:58]([CH3:59])[CH3:60])([CH3:61])[CH3:62].[ClH:24].[n:30]1([O:31][C:32]([N:33]([CH3:34])[CH3:35])=[N+:36]([CH3:37])[CH3:38])[c:39]2[cH:40][cH:41][cH:42][cH:43][c:44]2[n:45][n:46]1>>[CH:1]([CH3:2])([CH3:3])[N:4]1[CH2:5][CH2:6][N:7]([C:10](=[O:11])[c:12]2[cH:13][c:14]3[cH:15][c:16]([C:21](=[O:23])[N:51]4[CH2:50][CH2:49][CH:48]([CH3:47])[CH2:53][CH2:52]4)[nH:17][c:18]3[cH:19][cH:20]2)[CH2:8][CH2:9]1. The reactants are [N-]=[N+]=[N-].[Na+] (sodium azide), ClCN1N=C(C(=C1)Cl)C1=CC(=CC(=C1)Cl)Cl (1-chloromethyl-4-chloro-3-(3,5-dichlorophenyl)pyrazole). Solvent: CN(C)C=O (DMF), O (H2O). Reaction conditions: time 12 hour. Yields the product N(=[N+]=[N-])CN1N=C(C(=C1)Cl)C1=CC(=CC(=C1)Cl)Cl (1-azidomethyl-4-chloro-3-(3,5-dichlorophenyl)pyrazole). The yield is 85.9%. As a reaction SMILES: [N-:1]=[N+:2]=[N-:3].[Na+].Cl[CH2:6][N:7]1[CH:11]=[C:10]([Cl:12])[C:9]([C:13]2[CH:18]=[C:17]([Cl:19])[CH:16]=[C:15]([Cl:20])[CH:14]=2)=[N:8]1>CN(C=O)C.O>[N:1]([CH2:6][N:7]1[CH:11]=[C:10]([Cl:12])[C:9]([C:13]2[CH:18]=[C:17]([Cl:19])[CH:16]=[C:15]([Cl:20])[CH:14]=2)=[N:8]1)=[N+:2]=[N-:3] |f:0.1|. Procedure details: 0.70 g (0.010 mol) of sodium azide is added, at room temperature, to a solution of 1.85 g (0.005 mol) of 1-chloromethyl-4-chloro-3-(3,5-dichlorophenyl)pyrazole in 25 ml of DMF. The reaction mixture is stirred for 12 h, diluted with 100 ml of H2O and extracted with ether. After drying the organic phase and concentration under vacuum, the residue is triturated with 20 ml of heptane, filtered and dried. We obtain 1.30 g of 1-azidomethyl-4-chloro-3-(3,5-dichlorophenyl)pyrazole, melting at 74° C.